Dataset: the Open Reaction Database (ORD), a public repository of structured organic reaction records. Task: describe an organic reaction: reactants, conditions, products, and yield Reactants: CC(C)N, O=C1CN(c2ccccc2)CC(COc2ccc(Cl)cc2)O1, C1COCCO1. Yields the product CC(C)NC(=O)CN(CC(O)COc1ccc(Cl)cc1)c1ccccc1. Reaction SMILES: [CH3:23][CH:24]([CH3:25])[NH2:26].[Cl:1][c:2]1[cH:3][cH:4][c:5]([O:6][CH2:7][CH:8]2[CH2:9][N:10]([c:15]3[cH:16][cH:17][cH:18][cH:19][cH:20]3)[CH2:11][C:12](=[O:14])[O:13]2)[cH:21][cH:22]1.[O:27]1[CH2:28][CH2:29][O:30][CH2:31][CH2:32]1>>[Cl:1][c:2]1[cH:3][cH:4][c:5]([O:6][CH2:7][CH:8]([CH2:9][N:10]([CH2:11][C:12](=[O:14])[NH:26][CH:24]([CH3:23])[CH3:25])[c:15]2[cH:16][cH:17][cH:18][cH:19][cH:20]2)[OH:13])[cH:21][cH:22]1. Starting materials: ClC1(SC=CC1=O)C(=O)OC (2-chloro-2-methoxycarbonylthiophene-3(2H)-one), Cl (hydrogen chloride). Run in C(C)(=O)O (acetic acid). Reaction conditions: time 3 day. Product: ClC1=CC(=C(S1)C(=O)OC)O (Methyl 5-chloro-3-hydroxythiophene-2-carboxylate). Reaction SMILES: Cl[C:2]1([C:8]([O:10][CH3:11])=[O:9])[C:6](=[O:7])[CH:5]=[CH:4][S:3]1.[ClH:12]>C(O)(=O)C>[Cl:12][C:4]1[S:3][C:2]([C:8]([O:10][CH3:11])=[O:9])=[C:6]([OH:7])[CH:5]=1. Procedure details: A solution of 2-chloro-2-methoxycarbonylthiophene-3(2H)-one (30 mmol) in acetic acid (20 ml) was saturated with dry hydrogen chloride gas. After standing for 3 days the solvent was removed under reduced pressure and the oily residue distilled to give a yellow liquid which crystallised on addition of aqueous acetic acid (m.p. 42°-44° C.). The reactants are O=C([O-])[O-], Cc1cc(CNc2cc(O)ccc2C)n(C)n1, CN(C)C=O, O=C(Nc1cn2nc(I)ccc2n1)C1CC1, [K+], [K+]. Product: Cc1cc(CNc2cc(Oc3ccc4nc(NC(=O)C5CC5)cn4n3)ccc2C)n(C)n1. Reaction SMILES: [C:34](=[O:35])([O-:36])[O-:37].[CH3:17][n:18]1[n:19][c:20]([CH3:33])[cH:21][c:22]1[CH2:23][NH:24][c:25]1[cH:26][c:27]([OH:32])[cH:28][cH:29][c:30]1[CH3:31].[CH3:40][N:41]([CH3:42])[CH:43]=[O:44].[I:1][c:2]1[cH:3][cH:4][c:5]2[n:6]([n:7]1)[cH:8][c:9]([NH:11][C:12](=[O:13])[CH:14]1[CH2:15][CH2:16]1)[n:10]2.[K+:38].[K+:39]>>[c:2]1([O:32][c:27]2[cH:26][c:25]([NH:24][CH2:23][c:22]3[n:18]([CH3:17])[n:19][c:20]([CH3:33])[cH:21]3)[c:30]([CH3:31])[cH:29][cH:28]2)[cH:3][cH:4][c:5]2[n:6]([n:7]1)[cH:8][c:9]([NH:11][C:12](=[O:13])[CH:14]1[CH2:15][CH2:16]1)[n:10]2. Reactants: [Br-], C[Mg+], Cc1cnccc1C=O, [Cl-], [NH4+], C1CCOC1. Product: Cc1cnccc1C(C)O. RXN SMILES: [Br-:10].[CH3:11][Mg+:12].[CH3:1][c:2]1[cH:3][n:4][cH:5][cH:6][c:7]1[CH:8]=[O:9].[Cl-:13].[NH4+:14].[O:15]1[CH2:16][CH2:17][CH2:18][CH2:19]1>>[CH3:1][c:2]1[cH:3][n:4][cH:5][cH:6][c:7]1[CH:8]([OH:9])[CH3:11].